This data is from the Open Reaction Database (ORD), a public repository of structured organic reaction records. The task is: describe an organic reaction: reactants, conditions, products, and yield The reactants are FC1=CC(=C(C(=O)OC)C=C1)OC (methyl 4-fluoro-2-methoxybenzoate), [N+](=O)([O-])[O-].[K+] (potassium nitrate). Run in S(O)(O)(=O)=O (sulfuric acid), S(O)(O)(=O)=O (sulfuric acid). Run at temperature 12.5 celsius, time 45 minute. Product: FC1=CC(=C(C(=O)OC)C=C1[N+](=O)[O-])OC (methyl 4-fluoro-2-methoxy-5-nitrobenzoate). Yield: 64.3%. As a reaction SMILES: [F:1][C:2]1[CH:11]=[CH:10][C:5]([C:6]([O:8][CH3:9])=[O:7])=[C:4]([O:12][CH3:13])[CH:3]=1.[N+:14]([O-])([O-:16])=[O:15].[K+]>S(=O)(=O)(O)O>[F:1][C:2]1[C:11]([N+:14]([O-:16])=[O:15])=[CH:10][C:5]([C:6]([O:8][CH3:9])=[O:7])=[C:4]([O:12][CH3:13])[CH:3]=1 |f:1.2|. Reported procedure: To a solution of methyl 4-fluoro-2-methoxybenzoate (50 g, 271.50 mmol) in sulfuric acid (150 mL) was added a solution of potassium nitrate (35.6 g, 352.48 mmol) in sulfuric acid (30 mL) dropwise with stirring for 45 min at 0-25° C. in an ice/water bath. The reaction was then quenched by the addition of water/ice. The solids were collected by filtration to afford methyl 4-fluoro-2-methoxy-5-nitrobenzoate as a white solid (40.0 g, 64%). Starting materials: 3-Benzyloxy-1-(2-hydroxy-etbyl)-2-(hydroxy-thiophen-2-yl-methyl)-1H-pyridin-4-one, C(C1=CC=CC=C1)OC1=C(N(C=CC1=O)CCO)C(C=1SC=CC1)OC1OCCCC1 (3-benzyloxy-1-(2-hydroxy-ethyl)-2-[(tetrahydro-pyran-2-yloxy)-thiophen-2-yl-methyl]-1H-pyridin-4-one). The solvent is Cl (hydrochloric acid), CO (methanol). The product is C(C1=CC=CC=C1)OC1=C(N(C=CC1=O)CCO)C(C=1SC=CC1)O (3-benzyloxy-1-(2-hydroxy-ethyl)-2-(hydroxy-thiophen-2-yl-methyl)-1H-pyridin-4-one). As a reaction SMILES: [CH2:1]([O:8][C:9]1[C:14](=[O:15])[CH:13]=[CH:12][N:11]([CH2:16][CH2:17][OH:18])[C:10]=1[CH:19]([O:25]C1CCCCO1)[C:20]1[S:21][CH:22]=[CH:23][CH:24]=1)[C:2]1[CH:7]=[CH:6][CH:5]=[CH:4][CH:3]=1>CO.Cl>[CH2:1]([O:8][C:9]1[C:14](=[O:15])[CH:13]=[CH:12][N:11]([CH2:16][CH2:17][OH:18])[C:10]=1[CH:19]([OH:25])[C:20]1[S:21][CH:22]=[CH:23][CH:24]=1)[C:2]1[CH:7]=[CH:6][CH:5]=[CH:4][CH:3]=1. Procedure: 3-Benzyloxy-1-(2-hydroxy-etbyl)-2-(hydroxy-thiophen-2-yl-methyl)-1H-pyridin-4-one: 1.88 g of 3-benzyloxy-1-(2-hydroxy-ethyl)-2-[(tetrahydro-pyran-2-yloxy)-thiophen-2-yl-methyl]-1H-pyridin-4-one are boiled under reflux for 90 minutes in 7 ml of methanol and 4.25 ml of 2N hydrochloric acid. For working-up, the methanol is removed using a rotary evaporator. The residue is diluted with 20 ml of water and covered with 20 ml of ethyl acetate. Then, with stirring, 10 ml of saturated sodium hydrogen car... Reactants: CO, O=c1[nH]n(Cc2ccc(F)cc2)c2ccc([N+](=O)[O-])cc12. The product is Nc1ccc2c(c1)c(=O)[nH]n2Cc1ccc(F)cc1. As a reaction SMILES: [CH3:22][OH:23].[F:1][c:2]1[cH:3][cH:4][c:5]([CH2:6][n:7]2[nH:8][c:9](=[O:19])[c:10]3[cH:11][c:12]([N+:16]([O-:17])=[O:18])[cH:13][cH:14][c:15]23)[cH:20][cH:21]1>>[F:1][c:2]1[cH:3][cH:4][c:5]([CH2:6][n:7]2[nH:8][c:9](=[O:19])[c:10]3[cH:11][c:12]([NH2:16])[cH:13][cH:14][c:15]23)[cH:20][cH:21]1.